From a dataset of the Open Reaction Database (ORD), a public repository of structured organic reaction records. describe an organic reaction: reactants, conditions, products, and yield The reactants are C1CCOC1, COC(=O)CCc1ccc(OCC(C)c2oc(-c3ccc(OC(F)(F)F)cc3)nc2C(C)C)cc1C, CO, Cl, [Na+], [OH-]. Yields the product Cc1cc(OCC(C)c2oc(-c3ccc(OC(F)(F)F)cc3)nc2C(C)C)ccc1CCC(=O)O. Reaction SMILES: [CH2:42]1[O:43][CH2:44][CH2:45][CH2:46]1.[CH3:1][O:2][C:3]([CH2:4][CH2:5][c:6]1[c:7]([CH3:35])[cH:8][c:9]([O:12][CH2:13][CH:14]([CH3:15])[c:16]2[c:17]([CH:32]([CH3:33])[CH3:34])[n:18][c:19](-[c:21]3[cH:22][cH:23][c:24]([O:27][C:28]([F:29])([F:30])[F:31])[cH:25][cH:26]3)[o:20]2)[cH:10][cH:11]1)=[O:36].[CH3:40][OH:41].[ClH:39].[Na+:38].[OH-:37]>>[O:2]=[C:3]([CH2:4][CH2:5][c:6]1[c:7]([CH3:35])[cH:8][c:9]([O:12][CH2:13][CH:14]([CH3:15])[c:16]2[c:17]([CH:32]([CH3:33])[CH3:34])[n:18][c:19](-[c:21]3[cH:22][cH:23][c:24]([O:27][C:28]([F:29])([F:30])[F:31])[cH:25][cH:26]3)[o:20]2)[cH:10][cH:11]1)[OH:36]. Reactants: N1(CCNCC1)C1=CC(=C(C(=O)N2CCCCC3=C2C=CC=C3)C=C1)Cl (1-[4-(1-piperazinyl)-2-chlorobenzoyl]-2,3,4,5-tetrahydro-1H-benzazepine), C=O (formaldehyde), N1CCCCC2=C1C=CC=C2.[Na] (sodium tetrahydro-1H-benzazepine), C=O (formaldehyde), [Na] (sodium). Run in C(C)(=O)OCC (ethyl acetate). Conditions: time 1 hour. Product: CN1CCN(CC1)C1=CC(=C(C(=O)N2CCCCC3=C2C=CC=C3)C=C1)Cl (1-[4-(4-methyl-1-piperazinyl)-2-chlorobenzoyl]-2,3,4,5-tetrahydro-1H-benzazepine). Yield: 38.5%. As a reaction SMILES: [N:1]1([C:7]2[CH:25]=[CH:24][C:10]([C:11]([N:13]3[C:19]4[CH:20]=[CH:21][CH:22]=[CH:23][C:18]=4[CH2:17][CH2:16][CH2:15][CH2:14]3)=[O:12])=[C:9]([Cl:26])[CH:8]=2)[CH2:6][CH2:5][NH:4][CH2:3][CH2:2]1.C=O.N1C2C=CC=CC=2CCC[CH2:30]1.[Na].[Na]>C(OCC)(=O)C>[CH3:30][N:4]1[CH2:5][CH2:6][N:1]([C:7]2[CH:25]=[CH:24][C:10]([C:11]([N:13]3[C:19]4[CH:20]=[CH:21][CH:22]=[CH:23][C:18]=4[CH2:17][CH2:16][CH2:15][CH2:14]3)=[O:12])=[C:9]([Cl:26])[CH:8]=2)[CH2:2][CH2:3]1 |f:2.3,^1:39,40|. Procedure details: To a mixture of 1-[4-(1-piperazinyl)-2-chlorobenzoyl]-2,3,4,5-tetrahydro-1H-benzazepine (0.25 g), 37% formaldehyde (0.45 g) and sodium tetrahydro-1H-benzazepine (0.25 g), 37% formaldehyde (0.45 g) and sodium (0.12 g) under ice-cooling, and the mixture is stirred at room temperature for one hour. To the reaction solution is added ethyl acetate, and the mixture is washed with a 2N aqueous sodium hydroxide solution and distilled water. The organic layer is dried over magnesium sulfate, filtered, an... Starting materials: intermediate 13, FCCN (2-fluoroethylamine), C1(=CC=CC=C1)OC(NC1=CC=C(C=C1)B1OC(C(O1)(C)C)(C)C)=O (phenyl(4-(4,4,5,5-tetramethyl-1,3,2-dioxaborolan-2-yl)phenyl)carbamate), C1(=CC=CC=C1)OC(NC1=CC=C(C=C1)B1OC(C(O1)(C)C)(C)C)=O (phenyl(4-(4,4,5,5-tetramethyl-1,3,2-dioxaborolan-2-yl)phenyl)carbamate). Yields the product FCCNC(=O)NC1=CC=C(C=C1)B1OC(C(O1)(C)C)(C)C (1-(2-fluoroethyl)-3-(4-(4,4,5,5-tetramethyl-1,3,2-dioxaborolan-2-yl)phenyl)urea). RXN SMILES: C1([O:7][C:8](=O)[NH:9][C:10]2[CH:15]=[CH:14][C:13]([B:16]3[O:20][C:19]([CH3:22])([CH3:21])[C:18]([CH3:24])([CH3:23])[O:17]3)=[CH:12][CH:11]=2)C=CC=CC=1.[F:26][CH2:27][CH2:28][NH2:29]>>[F:26][CH2:27][CH2:28][NH:29][C:8]([NH:9][C:10]1[CH:15]=[CH:14][C:13]([B:16]2[O:17][C:18]([CH3:23])([CH3:24])[C:19]([CH3:22])([CH3:21])[O:20]2)=[CH:12][CH:11]=1)=[O:7]. Procedure: Method as described for intermediate 13 using phenyl(4-(4,4,5,5-tetramethyl-1,3,2-dioxaborolan-2-yl)phenyl)carbamate (intermediate 17) and 2-fluoroethylamine to afford a pink wax (3.8 g) used without further purification.